Dataset: the Open Reaction Database (ORD), a public repository of structured organic reaction records. Task: describe an organic reaction: reactants, conditions, products, and yield Reactants: CC=1C(=CC=CC1N=C=O)N=C=O (2,6-tolylene diisocyanate), 4,4'-diphenylene diisocyanate, O=C=NC1CC(CN=C=O)(CC(C1)(C)C)C (isophorone diisocyanate), C(CCCCCN=C=O)N=C=O (hexamethylene diisocyanate), N(=C=O)CC1CC(CCC1)CN=C=O (1,3-diisocyanato methylcyclohexane), C1(=CC=C(C=C1)CN=C=O)CN=C=O (p-xylylene diisocyanate), 2,4-naphthalene diisocyanate, C1(=CC(=CC=C1)CN=C=O)CN=C=O (m-xylylene diisocyanate), 3,3'-dimethyl-4,4-biphenylene diisocyanate, COC1=C(C=CC(=C1)C2=CC(=C(C=C2)N=C=O)OC)N=C=O (3,3'-dimethoxy-4,4'-biphenylene diisocyanate), C1(=CC=C(C=C1)N=C=O)N=C=O (p-phenylene diisocyanate), 4,4'-diisocyanato dicyclohexane, C1CC(CCC1CC2CCC(CC2)N=C=O)N=C=O (4,4'-diisocyanato dicyclohexylmethane), C1(=CC(=CC=C1)N=C=O)N=C=O (m-phenylene diisocyanate), C1=CC2=C(C=CC=C2N=C=O)C(=C1)N=C=O (1,5-naphthalene diisocyanate), 4,4'-diisocyanato diphenyl ether, N(=C=O)CC1CCC(CC1)CN=C=O (1,4-diisocyanato methylcyclohexane), [N-]=C=O.[N-]=C=O.C1(=CC=CC=C1)CC1=CC=CC=C1 (diphenylmethane diisocyanate), C(CCCN=C=O)N=C=O (tetramethylene diisocyanate). The product is CC=1C(=CC(=CC1)N=C=O)N=C=O (2,4-tolylene diisocyanate). Reaction SMILES: C[C:2]1[C:3]([N:11]=[C:12]=[O:13])=[CH:4][CH:5]=[CH:6][C:7]=1[N:8]=[C:9]=[O:10].[C:14]1(N=C=O)C=CC(N=C=O)=CC=1.[N-]=C=O.[N-]=C=O.C1(CC2C=CC=CC=2)C=CC=CC=1.C1(N=C=O)C=CC=C(N=C=O)C=1.C(N=C=O)CCCCCN=C=O.C(N=C=O)CCCN=C=O.COC1C=C(C2C=CC(N=C=O)=C(OC)C=2)C=CC=1N=C=O.C1C=C(N=C=O)C2C=CC=C(N=C=O)C=2C=1.C1(CN=C=O)C=CC(CN=C=O)=CC=1.C1(CN=C=O)C=CC=C(CN=C=O)C=1.N(CC1CCCC(CN=C=O)C1)=C=O.N(CC1CCC(CN=C=O)CC1)=C=O.C1C(CC2CCC(N=C=O)CC2)CCC(N=C=O)C1.O=C=NC1CC(C)(C)CC(C)(CN=C=O)C1>>[CH3:14][C:4]1[C:3]([N:11]=[C:12]=[O:13])=[CH:2][C:7]([N:8]=[C:9]=[O:10])=[CH:6][CH:5]=1 |f:2.3.4|. Procedure details: 2,6-tolylene diisocyanate; p-phenylene diisocyanate; diphenylmethane diisocyanate (may be abbreviated as "MDI"); m-phenylene diisocyanate; hexamethylene diisocyanate; tetramethylene diisocyanate; 3,3'-dimethoxy-4,4'-biphenylene diisocyanate; 2,4-naphthalene diisocyanate; 3,3'-dimethyl-4,4-biphenylene diisocyanate; 4,4'-diphenylene diisocyanate; 4,4'-diisocyanato diphenyl ether; 1,5-naphthalene diisocyanate; p-xylylene diisocyanate; m-xylylene diisocyanate; 1,3-diisocyanato methylcyclohexane; 1,4... Reactants: C=CCN, CCOc1ccncc1[N+](=O)[O-], CCO, Cl. Product: C=CCNc1ccncc1[N+](=O)[O-]. Reaction SMILES: [CH2:1]([CH:2]=[CH2:3])[NH2:4].[CH2:6]([O:7][c:9]1[c:10]([N+:15](=[O:16])[O-:17])[cH:11][n:12][cH:13][cH:14]1)[CH3:8].[CH3:18][CH2:19][OH:20].[ClH:5]>>[CH2:1]([CH:2]=[CH2:3])[NH:4][c:9]1[c:10]([N+:15](=[O:16])[O-:17])[cH:11][n:12][cH:13][cH:14]1.